This data is from the Open Reaction Database (ORD), a public repository of structured organic reaction records. The task is: describe an organic reaction: reactants, conditions, products, and yield Starting materials: C(#N)C1=CC=C(CN2C=NC=C2[N+](=O)[O-])C=C1 (1-(4 cyanobenzyl)-5-nitro-1H-imidazole), Cl (HCl). The reagents and catalysts are [Pd] (palladium on carbon). The product is Cl.C(#N)C1=CC=C(CN2C=NC=C2N)C=C1 (1-(4 Cyanobenzyl)-5-amino-1H-imidazole hydrochloride). As a reaction SMILES: [C:1]([C:3]1[CH:17]=[CH:16][C:6]([CH2:7][N:8]2[C:12]([N+:13]([O-])=O)=[CH:11][N:10]=[CH:9]2)=[CH:5][CH:4]=1)#[N:2].[ClH:18]>[Pd]>[ClH:18].[C:1]([C:3]1[CH:4]=[CH:5][C:6]([CH2:7][N:8]2[C:12]([NH2:13])=[CH:11][N:10]=[CH:9]2)=[CH:16][CH:17]=1)#[N:2] |f:3.4|. Procedure: A solution of 1-(4 cyanobenzyl)-5-nitro-1H-imidazole (100 mg, 0.438 mmol) and 10% palladium on carbon was hydrogenated in the presence of 1 equivalent of HCl under Parr conditions for 1 hr. Removal of the catalyst by filtration and evaporation of solvent in vacuo afforded the title compound. Yields the product [N+](=O)([O-])C=1C=C(C=CC1)S(=O)(=O)NCCOS(O)(=O)=O (sulphuric acid mono-N-(3-nitro-benzenesulphonyl)-2-amino-ethyl ester). Reaction SMILES: [N+:1]([C:4]1[CH:5]=[C:6]([S:10](Cl)(=[O:12])=[O:11])[CH:7]=[CH:8][CH:9]=1)([O-:3])=[O:2].[NH2:14][CH2:15][CH2:16][O:17][S:18](=[O:21])(=[O:20])[OH:19].[OH-].[Na+]>O>[N+:1]([C:4]1[CH:5]=[C:6]([S:10]([NH:14][CH2:15][CH2:16][O:17][S:18](=[O:20])(=[O:19])[OH:21])(=[O:12])=[O:11])[CH:7]=[CH:8][CH:9]=1)([O-:3])=[O:2] |f:2.3|. Run in O (water). Run at time 1 hour. Isolated yield 93.5%. Reported procedure: 221.5 g of 3-nitro-benzenesulphonyl chloride are introduced in portions into a solution of 150 g of sulphuric acid mono-2-amino-ethyl ester and 0.6 liter of water at 60°-70° C. During this procedure, the pH value is continuously kept between 9.0 and 10.0 by adding 45% strength sodium hydroxide solution dropwise. The mixture is subsequently stirred at 60°-70° C. and pH 9.0 to 10.0 for 1 hour and then allowed to cool and the resulting precipitate is filtered off. The precipitate is washed with wat... The reactants are [N+](=O)([O-])C=1C=C(C=CC1)S(=O)(=O)Cl (3-nitro-benzenesulphonyl chloride), NCCOS(O)(=O)=O (sulphuric acid mono-2-amino-ethyl ester), [OH-].[Na+] (sodium hydroxide). Starting materials: CCCn1c(=O)c2[nH]c(C=Cc3ccc(OCOC)c(OC)c3)nc2n(CCC)c1=O, Cl, [Na+], C1CCOC1, [OH-], O. The product is CCCn1c(=O)c2[nH]c(C=Cc3ccc(O)c(OC)c3)nc2n(CCC)c1=O. Reaction SMILES: [CH3:1][O:2][c:3]1[cH:4][c:5]([CH:6]=[CH:7][c:8]2[n:9][c:10]3[n:11]([CH2:22][CH2:23][CH3:24])[c:12](=[O:21])[n:13]([CH2:18][CH2:19][CH3:20])[c:14](=[O:17])[c:15]3[nH:16]2)[cH:25][cH:26][c:27]1[O:28][CH2:29][O:30][CH3:31].[ClH:32].[Na+:34].[O:36]1[CH2:37][CH2:38][CH2:39][CH2:40]1.[OH-:33].[OH2:35]>>[CH3:1][O:2][c:3]1[cH:4][c:5]([CH:6]=[CH:7][c:8]2[n:9][c:10]3[n:11]([CH2:22][CH2:23][CH3:24])[c:12](=[O:21])[n:13]([CH2:18][CH2:19][CH3:20])[c:14](=[O:17])[c:15]3[nH:16]2)[cH:25][cH:26][c:27]1[OH:28]. Run in C1CCOC1 (THF), C1CCOC1 (THF), C(C)(=O)OCC (ethyl acetate). As a reaction SMILES: [F:1][C:2]1[CH:7]=[CH:6][CH:5]=[C:4]([O:8][CH2:9][CH2:10][CH2:11][CH2:12][CH2:13][CH3:14])[C:3]=1[F:15].C([Li])(CC)C.[O:21]1[C:25]2([CH2:30][CH2:29][C:28](=O)[CH2:27][CH2:26]2)[O:24][CH2:23][CH2:22]1.[Cl-].[NH4+]>C(OCC)(=O)C.C1COCC1>[F:1][C:2]1[C:3]([F:15])=[C:4]([O:8][CH2:9][CH2:10][CH2:11][CH2:12][CH2:13][CH3:14])[CH:5]=[CH:6][C:7]=1[CH:28]1[CH2:29][CH2:30][C:25]2([O:24][CH2:23][CH2:22][O:21]2)[CH2:26][CH2:27]1 |f:3.4|. Run at temperature 30 celsius, time 2 hour. Procedure details: 1,2-Difluoro-3-hexyloxybenzene (s-1) (100.0 g) and THF (1,000 ml) were placed in a reaction vessel under an atmosphere of nitrogen, and cooled to −74° C. sec-Butyllithium (1.00M; n-hexane and cyclohexane solution; 357 ml) was added dropwise in the temperature range of −74° C. to −70° C., and the stirring was continued for another 2 hours. 1,4-Dioxaspiro[4.5]decan-8-one (s-2) (72.9 g) in a THF (500 ml) solution was added dropwise in the temperature range of −75° C. to −70° C., and the stirring wa... The reactants are O1CCOC12CCC(CC2)=O (1,4-Dioxaspiro[4.5]decan-8-one), FC1=C(C(=CC=C1)OCCCCCC)F (1,2-Difluoro-3-hexyloxybenzene), C(C)(CC)[Li] (sec-Butyllithium), [Cl-].[NH4+] (ammonium chloride). Yields the product FC1=C(C=CC(=C1F)OCCCCCC)C1CCC2(OCCO2)CC1 (8-(2,3-difluoro-4-hexyloxyphenyl)-1,4-dioxaspiro[4.5]decane). Isolated yield 87.3%. Starting materials: N1(CCCC1)CC=1C=NC=CC1 (3-(1-pyrrolidinylmethyl)-pyridine). The reagents and catalysts are O=[Pt]=O (PtO2). Run in C(C)(=O)O (acetic acid). The product is N1(CCCC1)CC1CNCCC1 (3-pyrrolidin-1-ylmethyl-piperidine). As a reaction SMILES: [N:1]1([CH2:6][C:7]2[CH:8]=[N:9][CH:10]=[CH:11][CH:12]=2)[CH2:5][CH2:4][CH2:3][CH2:2]1>C(O)(=O)C.O=[Pt]=O>[N:1]1([CH2:6][CH:7]2[CH2:12][CH2:11][CH2:10][NH:9][CH2:8]2)[CH2:5][CH2:4][CH2:3][CH2:2]1. Reported procedure: The educt 3-(1-pyrrolidinylmethyl)-pyridine (24.6 g) is taken up in 250 ml glacial acetic acid and hydrogenated with 2 g of PtO2 under 3 bar H2 at ambient temperature. The solution filtered off is evaporated down, combined with ice and made alkaline with solid KOH while cooling. Afer extracting three times with 250 ml of diethylether the crude product is dried with MgSO4. After the MgSO4 has been filtered off the solvent is eliminated and the amine is distillled in a water jet vacuum at a boilin... Starting materials: C(#N)C1=CC=C(C=C1)C=1NC(=C(N1)C1=CC=C(C=C1)F)C1=CC=NC=C1 (2-(4-cyanophenyl)-4-(4-fluorophenyl)-5-(4-pyridyl)-1H-imidazole), C(=O)([O-])[O-].[K+].[K+] (K2CO3), Cl.NO (hydroxylamine hydrochloride). Solvent: CCO (EtOH), O (H2O), O (H2O). The product is FC1=CC=C(C=C1)C=1N=C(NC1C1=CC=NC=C1)C1=CC=C(C(N)=NO)C=C1 (4-[4-(4-Fluorophenyl)-5-(4-pyridyl)-1H-imidazol-2-yl]benzamidoxime). Isolated yield 92.4%. Reaction SMILES: [C:1]([C:3]1[CH:8]=[CH:7][C:6]([C:9]2[NH:10][C:11]([C:21]3[CH:26]=[CH:25][N:24]=[CH:23][CH:22]=3)=[C:12]([C:14]3[CH:19]=[CH:18][C:17]([F:20])=[CH:16][CH:15]=3)[N:13]=2)=[CH:5][CH:4]=1)#[N:2].C([O-])([O-])=O.[K+].[K+].Cl.[NH2:34][OH:35]>CCO.O>[F:20][C:17]1[CH:18]=[CH:19][C:14]([C:12]2[N:13]=[C:9]([C:6]3[CH:5]=[CH:4][C:3]([C:1](=[N:34][OH:35])[NH2:2])=[CH:8][CH:7]=3)[NH:10][C:11]=2[C:21]2[CH:26]=[CH:25][N:24]=[CH:23][CH:22]=2)=[CH:15][CH:16]=1 |f:1.2.3,4.5|. Reported procedure: To a mixture of 2-(4-cyanophenyl)-4-(4-fluorophenyl)-5-(4-pyridyl)-1H-imidazole (3.0 g, 8.7 mmol) [See Ex. 1 above] and K2CO3 (2.4 g, 17 mmol) in EtOH (120 mL) and H2O (6 mL) was added hydroxylamine hydrochloride (1.2 g, 17 mmol). After heating at reflux for 24 h, the reaction mixture was poured into H2O. The precipitate was collected, washed with H2O and air-dried. The crude product was dissolved in acetone, silica gel was added and the solvent was evaporated. The impregnated silica gel was add...